Dataset: the Open Reaction Database (ORD), a public repository of structured organic reaction records. Task: describe an organic reaction: reactants, conditions, products, and yield The reactants are Cc1cc(C)cc(N)c1, O=C(Cl)CCl, ClCCl, [Na+], [OH-]. Yields the product Cc1cc(C)cc(NC(=O)CCl)c1. RXN SMILES: [CH3:1][c:2]1[cH:3][c:4]([NH2:5])[cH:6][c:7]([CH3:9])[cH:8]1.[Cl:10][CH2:11][C:12](=[O:13])[Cl:14].[Cl:17][CH2:18][Cl:19].[Na+:16].[OH-:15]>>[CH3:1][c:2]1[cH:3][c:4]([NH:5][C:12]([CH2:11][Cl:10])=[O:13])[cH:6][c:7]([CH3:9])[cH:8]1. Starting materials: O=C1CC(c2cccc(Cl)c2)c2ccccc2N1, O=C(O)c1ccc([N+](=O)[O-])cc1, [NH4+], [OH-], O. Product: O=C1CC(c2cccc(Cl)c2)c2cc(C(=O)c3ccc([N+](=O)[O-])cc3)ccc2N1. As a reaction SMILES: [Cl:1][c:2]1[cH:3][c:4]([CH:8]2[CH2:9][C:10](=[O:18])[NH:11][c:12]3[cH:13][cH:14][cH:15][cH:16][c:17]32)[cH:5][cH:6][cH:7]1.[N+:19](=[O:20])([O-:21])[c:22]1[cH:23][cH:24][c:25]([C:26](=[O:27])[OH:28])[cH:29][cH:30]1.[NH4+:32].[OH-:31].[OH2:33]>>[Cl:1][c:2]1[cH:3][c:4]([CH:8]2[CH2:9][C:10](=[O:18])[NH:11][c:12]3[cH:13][cH:14][c:15]([C:26]([c:25]4[cH:24][cH:23][c:22]([N+:19](=[O:20])[O-:21])[cH:30][cH:29]4)=[O:27])[cH:16][c:17]32)[cH:5][cH:6][cH:7]1.